The task is: describe an organic reaction: reactants, conditions, products, and yield. This data is from the Open Reaction Database (ORD), a public repository of structured organic reaction records. Reactants: O=C(Cl)COCc1ccccc1, CCC(=O)NC1CC(n2cnc3c(NCC(c4ccccc4)c4ccccc4)nc(Cl)nc32)C(O)C1O. The product is O=C(COCc1ccccc1)NC1CC(n2cnc3c(NCC(c4ccccc4)c4ccccc4)nc(Cl)nc32)C(O)C1O. As a reaction SMILES: [CH2:38]([c:39]1[cH:40][cH:41][cH:42][cH:43][cH:44]1)[O:45][CH2:46][C:47](=[O:48])[Cl:49].[Cl:1][c:2]1[n:3][c:4]([NH:23][CH2:24][CH:25]([c:26]2[cH:27][cH:28][cH:29][cH:30][cH:31]2)[c:32]2[cH:33][cH:34][cH:35][cH:36][cH:37]2)[c:5]2[n:6][cH:7][n:8]([CH:11]3[CH:12]([OH:22])[CH:13]([OH:21])[CH:14]([NH:16][C:17](=[O:18])[CH2:19][CH3:20])[CH2:15]3)[c:9]2[n:10]1>>[Cl:1][c:2]1[n:3][c:4]([NH:23][CH2:24][CH:25]([c:26]2[cH:27][cH:28][cH:29][cH:30][cH:31]2)[c:32]2[cH:33][cH:34][cH:35][cH:36][cH:37]2)[c:5]2[n:6][cH:7][n:8]([CH:11]3[CH:12]([OH:22])[CH:13]([OH:21])[CH:14]([NH:16][C:47]([CH2:46][O:45][CH2:38][c:39]4[cH:40][cH:41][cH:42][cH:43][cH:44]4)=[O:48])[CH2:15]3)[c:9]2[n:10]1. Reactants: O=C1c2ccccc2C(=O)N1CCCc1c[nH]cn1, CC(CC(=O)O)C(=O)c1ccc(F)cc1. Product: CC(CC(=O)O)C(=O)c1ccc(-n2cnc(CCCN3C(=O)c4ccccc4C3=O)c2)cc1. Reaction SMILES: [C:1]1(=[O:19])[c:2]2[c:3]([cH:15][cH:16][cH:17][cH:18]2)[C:4](=[O:14])[N:5]1[CH2:6][CH2:7][CH2:8][c:9]1[n:10][cH:11][nH:12][cH:13]1.[F:20][c:21]1[cH:22][cH:23][c:24]([C:25](=[O:26])[CH:27]([CH2:28][C:29](=[O:30])[OH:31])[CH3:32])[cH:33][cH:34]1>>[C:1]1(=[O:19])[c:2]2[c:3]([cH:15][cH:16][cH:17][cH:18]2)[C:4](=[O:14])[N:5]1[CH2:6][CH2:7][CH2:8][c:9]1[n:10][cH:11][n:12](-[c:21]2[cH:22][cH:23][c:24]([C:25](=[O:26])[CH:27]([CH2:28][C:29](=[O:30])[OH:31])[CH3:32])[cH:33][cH:34]2)[cH:13]1. The reactants are [OH-].[Na+] (sodium hydroxide), NC[C@]1([C@H](C1)CO)C1=CC(=C(C=C1)Cl)Cl (((1S,2R)-2-(aminomethyl)-2-(3,4-dichlorophenyl)cyclopropyl)methanol), NO (amino alcohol), S(=O)(Cl)Cl (thionyl chloride), [OH-].[Na+] (sodium hydroxide). Solvent: C(C)(=O)OC(C)C (isopropyl acetate), C(C)(=O)OC(C)C (isopropyl acetate), C(C)(=O)OC(C)C (isopropyl acetate). Reaction conditions: time 3 hour. Product: ClC=1C=C(C=CC1Cl)[C@@]12CNC[C@H]2C1 ((1R,5S)-1-(3,4-dichlorophenyl)-3-azabicyclo[3.1.0]hexane). Yield: 41.9%. RXN SMILES: [NH2:1][CH2:2][C@:3]1([C:8]2[CH:13]=[CH:12][C:11]([Cl:14])=[C:10]([Cl:15])[CH:9]=2)[CH2:5][C@@H:4]1[CH2:6]O.NO.S(Cl)(Cl)=O.[OH-].[Na+]>C(OC(C)C)(=O)C>[Cl:15][C:10]1[CH:9]=[C:8]([C@@:3]23[CH2:5][C@@H:4]2[CH2:6][NH:1][CH2:2]3)[CH:13]=[CH:12][C:11]=1[Cl:14] |f:3.4|. Procedure: Title compound 487 (4.63 g, 18.81 mmol) was dissolved in isopropyl acetate (24.5 mL). The above crude amino alcohol solution in isopropyl acetate was slowly subsurface-added to a solution of thionyl chloride (1.61 ml, 22.06 mmol) in isopropyl acetate (17.5 mL) at ambient temperature over 2 hours. After aging additional 1-5 h, 5.0 N sodium hydroxide (16.4 mL) was added over 1 hour while the batch temperature was maintained at <30° C. with external cooling. The two-phase reaction mixture was stirr... The reactants are N1=C(C=CC=C1)C1=CCN(CC1)C(=O)OC(C)(C)C (tert-butyl 4-(pyridin-2-yl)-5,6-dihydropyridine-1(2H)-carboxylate), FC(C(=O)O)(F)F (trifluoroacetic acid). The solvent is ClCCl (dichloromethane). Reaction conditions: time 8 hour. Product: N1CCC(=CC1)C1=NC=CC=C1 (2-(1,2,3,6-tetrahydropyridin-4-yl)pyridine), crude yellow oil. Reaction SMILES: [N:1]1[CH:6]=[CH:5][CH:4]=[CH:3][C:2]=1[C:7]1[CH2:12][CH2:11][N:10](C(OC(C)(C)C)=O)[CH2:9][CH:8]=1.FC(F)(F)C(O)=O>ClCCl>[NH:10]1[CH2:9][CH:8]=[C:7]([C:2]2[CH:3]=[CH:4][CH:5]=[CH:6][N:1]=2)[CH2:12][CH2:11]1. Procedure: To a solution of tert-butyl 4-(pyridin-2-yl)-5,6-dihydropyridine-1(2H)-carboxylate (1.1 g, 4.23 mmol) in dichloromethane (50 ml) was added trifluoroacetic acid (4 ml), and the reaction mixture was allowed to react with stirring overnight at room temperature. The reaction mixture was concentrated in vacuo to afford 2-(1,2,3,6-tetrahydropyridin-4-yl)pyridine as a crude yellow oil (600 mg). Starting materials: CCOC(=C1C(=O)Nc2ccc([N+](=O)[O-])cc21)c1ccccc1, Nc1ccc(CN2CC=CC2)cc1, CN(C)C=O. The product is O=C1Nc2ccc([N+](=O)[O-])cc2C1=C(Nc1ccc(CN2CC=CC2)cc1)c1ccccc1. RXN SMILES: [CH2:14]([O:15][C:17]([c:18]1[cH:19][cH:20][cH:21][cH:22][cH:23]1)=[C:24]1[C:25](=[O:36])[NH:26][c:27]2[cH:28][cH:29][c:30]([N+:33](=[O:34])[O-:35])[cH:31][c:32]21)[CH3:16].[N:1]1([CH2:6][c:7]2[cH:8][cH:9][c:10]([NH2:11])[cH:12][cH:13]2)[CH2:2][CH:3]=[CH:4][CH2:5]1.[O:37]=[CH:38][N:39]([CH3:40])[CH3:41]>>[N:1]1([CH2:6][c:7]2[cH:8][cH:9][c:10]([NH:11][C:17]([c:18]3[cH:19][cH:20][cH:21][cH:22][cH:23]3)=[C:24]3[C:25](=[O:36])[NH:26][c:27]4[cH:28][cH:29][c:30]([N+:33](=[O:34])[O-:35])[cH:31][c:32]43)[cH:12][cH:13]2)[CH2:2][CH:3]=[CH:4][CH2:5]1. Starting materials: O=C1CCC(=O)N1Br, CN(C)C=O, N#Cc1ccc(-c2ccco2)nc1. The product is N#Cc1ccc(-c2ccc(Br)o2)nc1. As a reaction SMILES: [Br:14][N:15]1[C:16](=[O:17])[CH2:18][CH2:19][C:20]1=[O:21].[O:22]=[CH:23][N:24]([CH3:25])[CH3:26].[o:1]1[c:2](-[c:6]2[n:7][cH:8][c:9]([C:10]#[N:11])[cH:12][cH:13]2)[cH:3][cH:4][cH:5]1>>[o:1]1[c:2](-[c:6]2[n:7][cH:8][c:9]([C:10]#[N:11])[cH:12][cH:13]2)[cH:3][cH:4][c:5]1[Br:14].